This data is from the Open Reaction Database (ORD), a public repository of structured organic reaction records. The task is: describe an organic reaction: reactants, conditions, products, and yield Starting materials: CN(C)Cc1ccc(CSCCN)o1, CSC1=NS(=O)(=O)c2cscc21, CCO. The product is CN(C)Cc1ccc(CSCCNC2=NS(=O)(=O)c3cscc32)o1. As a reaction SMILES: [CH3:13][N:14]([CH3:15])[CH2:16][c:17]1[cH:18][cH:19][c:20]([CH2:22][S:23][CH2:24][CH2:25][NH2:26])[o:21]1.[CH3:1][S:2][C:3]1=[N:4][S:5](=[O:11])(=[O:12])[c:6]2[c:7]1[cH:8][s:9][cH:10]2.[CH3:27][CH2:28][OH:29]>>[C:3]1([NH:26][CH2:25][CH2:24][S:23][CH2:22][c:20]2[cH:19][cH:18][c:17]([CH2:16][N:14]([CH3:13])[CH3:15])[o:21]2)=[N:4][S:5](=[O:11])(=[O:12])[c:6]2[c:7]1[cH:8][s:9][cH:10]2. Reactants: Nc1ncc(Br)c(Cl)c1[N+](=O)[O-], CCN(C(C)C)C(C)C, CC(C)O, O=C(CN1CCNCC1)Nc1ccccc1. Product: Nc1ncc(Br)c(N2CCN(CC(=O)Nc3ccccc3)CC2)c1[N+](=O)[O-]. As a reaction SMILES: [Br:1][c:2]1[c:3]([Cl:12])[c:4]([N+:9](=[O:10])[O-:11])[c:5]([NH2:8])[n:6][cH:7]1.[CH:29]([N:30]([CH:31]([CH3:32])[CH3:33])[CH2:34][CH3:35])([CH3:36])[CH3:37].[CH:38]([OH:39])([CH3:40])[CH3:41].[c:13]1([NH:19][C:20]([CH2:21][N:22]2[CH2:23][CH2:24][NH:25][CH2:26][CH2:27]2)=[O:28])[cH:14][cH:15][cH:16][cH:17][cH:18]1>>[Br:1][c:2]1[c:3]([N:25]2[CH2:24][CH2:23][N:22]([CH2:21][C:20]([NH:19][c:13]3[cH:14][cH:15][cH:16][cH:17][cH:18]3)=[O:28])[CH2:27][CH2:26]2)[c:4]([N+:9](=[O:10])[O-:11])[c:5]([NH2:8])[n:6][cH:7]1. Reactants: CNC(=O)C(NC(=O)n1nc(-c2ccc(F)c(F)c2)c2c1CCOC2)C(C)(C)C, CC(C)(C)C(N)C(=O)NCCO. The product is CC(C)(C)C(NC(=O)n1nc(-c2ccc(F)c(F)c2)c2c1CCOC2)C(=O)NCCO. RXN SMILES: [F:1][c:2]1[cH:3][c:4](-[c:9]2[c:10]3[c:11]([n:12]([C:14](=[O:15])[NH:16][CH:17]([C:18](=[O:19])[NH:20][CH3:21])[C:22]([CH3:23])([CH3:24])[CH3:25])[n:13]2)[CH2:26][CH2:27][O:28][CH2:29]3)[cH:5][cH:6][c:7]1[F:8].[NH2:30][CH:31]([C:32](=[O:33])[NH:38][CH2:39][CH2:40][OH:41])[C:34]([CH3:35])([CH3:36])[CH3:37]>>[F:1][c:2]1[cH:3][c:4](-[c:9]2[c:10]3[c:11]([n:12]([C:14](=[O:15])[NH:16][CH:17]([C:18](=[O:19])[NH:20][CH2:21][CH2:32][OH:33])[C:22]([CH3:23])([CH3:24])[CH3:25])[n:13]2)[CH2:26][CH2:27][O:28][CH2:29]3)[cH:5][cH:6][c:7]1[F:8].